From a dataset of the Open Reaction Database (ORD), a public repository of structured organic reaction records. describe an organic reaction: reactants, conditions, products, and yield The reactants are O=C([O-])[O-], CCOCC, Cc1ccc(S(=O)(=O)OCCCl)cc1, ClCCl, [Cs+], [Cs+], [Na+], CN(C)C=O, [OH-], O, O=C1CCCc2cc(O)ccc21. The product is O=C1CCCc2cc(OCCCl)ccc21. Reaction SMILES: [C:13](=[O:14])([O-:15])[O-:16].[CH3:43][CH2:44][O:45][CH2:46][CH3:47].[Cl:19][CH2:20][CH2:21][O:22][S:23]([c:24]1[cH:25][cH:26][c:27]([CH3:28])[cH:29][cH:30]1)(=[O:31])=[O:32].[Cl:40][CH2:41][Cl:42].[Cs+:17].[Cs+:18].[Na+:34].[O:35]=[CH:36][N:37]([CH3:38])[CH3:39].[OH-:33].[OH2:48].[OH:1][c:2]1[cH:3][c:4]2[c:9]([cH:10][cH:11]1)[C:8](=[O:12])[CH2:7][CH2:6][CH2:5]2>>[O:1]([c:2]1[cH:3][c:4]2[c:9]([cH:10][cH:11]1)[C:8](=[O:12])[CH2:7][CH2:6][CH2:5]2)[CH2:21][CH2:20][Cl:19].